Dataset: the Open Reaction Database (ORD), a public repository of structured organic reaction records. Task: describe an organic reaction: reactants, conditions, products, and yield Starting materials: C12C(CC(CC1)C2)OC=2C=C(C=CC2OC)C2(NC(NC=C2)=O)O (4-[3-(Bicyclo[2.2.1]hept-2-yloxy)-4-Methoxyphenyl]-4-Hydroxy-1,2,3,4-Tetrahydro-2-Pyrimidinone), Cl (HCl). Run in C(C)O (ethanol). Product: C12C(CC(CC1)C2)OC=2C=C(C=CC2OC)C2=NC(NC=C2)=O (4-[3-(Bicyclo[2.2.1]hept-2-yloxy)-4-Methoxyphenyl]1,2-Dihydro-2-Pyrimidinone). Yield: 31.5%. As a reaction SMILES: [CH:1]12[CH2:7][CH:4]([CH2:5][CH2:6]1)[CH2:3][CH:2]2[O:8][C:9]1[CH:10]=[C:11]([C:17]2(O)[CH:22]=[CH:21][NH:20][C:19](=[O:23])[NH:18]2)[CH:12]=[CH:13][C:14]=1[O:15][CH3:16].Cl>C(O)C>[CH:1]12[CH2:7][CH:4]([CH2:5][CH2:6]1)[CH2:3][CH:2]2[O:8][C:9]1[CH:10]=[C:11]([C:17]2[CH:22]=[CH:21][NH:20][C:19](=[O:23])[N:18]=2)[CH:12]=[CH:13][C:14]=1[O:15][CH3:16]. Procedure details: The hydroxypyrimidinone of Example 60 (0.2 g, 0.61 mmol) is dissolved in 5 ml ethanol, treated with 2.5 ml 1N HCl and refluxed for 6 hours. The reaction is cooled to room temperature, quenched with water and the product extracted 3×ethyl acetate. The organics are washed, dried, filtered and concentrated in vacuo to yield a crude substance which is crystallized from ethyl acetate to give 60 mg (31.5%) of the pyrimidinone as a crystalline solid. This material is a 7:3 mixture of endo/exo bicycloal... Reactants: acid chloride, [Cl-].[Al+3].[Cl-].[Cl-] (Aluminum chloride), COC1=CC=C(C=C1)CC(C(=O)Cl)C1=CC=CC=C1 (3-(4-methoxyphenyl)-2-phenylpropionyl chloride), [Cl-].[Al+3].[Cl-].[Cl-] (aluminum chloride). Solvent: ClCCl (dichloromethane). Yields the product COC1=CC=C2CC(C(C2=C1)=O)C1=CC=CC=C1 (6-Methoxy-2-phenylindan-1-one). As a reaction SMILES: [Cl-].[Al+3].[Cl-].[Cl-].[CH3:5][O:6][C:7]1[CH:12]=[CH:11][C:10]([CH2:13][CH:14]([C:18]2[CH:23]=[CH:22][CH:21]=[CH:20][CH:19]=2)[C:15](Cl)=[O:16])=[CH:9][CH:8]=1>ClCCl>[CH3:5][O:6][C:7]1[CH:12]=[C:11]2[C:10]([CH2:13][CH:14]([C:18]3[CH:23]=[CH:22][CH:21]=[CH:20][CH:19]=3)[C:15]2=[O:16])=[CH:9][CH:8]=1 |f:0.1.2.3|. Procedure details: Aluminum chloride (345 mg) and one quarter of the crude 3-(4-methoxyphenyl)-2-phenylpropionyl chloride from the previous step were added to dry dichloromethane (45 ml) at 0° C. After 1 hour aluminum chloride (345 mg) and the second quarter of the acid chloride were added. Stirring was continued and the addition was repeated twice again. After the last addition stirring was continued for half an hour at 0° C. and then 2 hours at room temperature. The reaction mixture was poured into ice-cold dilu... Conditions: temperature 100 celsius. Reported procedure: A 100 mL pressure vessel was charged with 1-bromo-4-(phenylsulfonyl)benzene (1.00 g, 3.37 mmol, Example 17, step 1), 1,1,1,3,3,3-hexafluoro-2-(4-(4,4,5,5-tetramethyl-1,3,2-dioxaborolan-2-yl)phenyl)-2-propanol (1.62 g, 4.37 mmol), potassium carbonate (1.40 g, 10.10 mmol), tetrakis(triphenylphosphine)palladium (0) (0.194 g, 0.168 mmol), 20 mL of 1,2-dimethoxyethane, and 5 mL of water. The vessel was sealed and the reaction was heated to 100° C. for 2 h. After cooling to room temperature, the mixtu... Reagents/catalysts: C=1C=CC(=CC1)/C=C/C(=O)/C=C/C2=CC=CC=C2.C=1C=CC(=CC1)/C=C/C(=O)/C=C/C2=CC=CC=C2.C=1C=CC(=CC1)/C=C/C(=O)/C=C/C2=CC=CC=C2.[Pd].[Pd] (tris(dibenzylideneacetone)dipalladium). As a reaction SMILES: Br[C:2]1[CH:7]=[CH:6][C:5]([S:8]([C:11]2[CH:16]=[CH:15][CH:14]=[CH:13][CH:12]=2)(=[O:10])=[O:9])=[CH:4][CH:3]=1.[F:17][C:18]([F:41])([F:40])[C:19]([C:25]1[CH:30]=[CH:29][C:28](B2OC(C)(C)C(C)(C)O2)=[CH:27][CH:26]=1)([OH:24])[C:20]([F:23])([F:22])[F:21].C(=O)([O-])[O-].[K+].[K+].COCCOC>CCOC(C)=O.C1C=CC(/C=C/C(/C=C/C2C=CC=CC=2)=O)=CC=1.C1C=CC(/C=C/C(/C=C/C2C=CC=CC=2)=O)=CC=1.C1C=CC(/C=C/C(/C=C/C2C=CC=CC=2)=O)=CC=1.[Pd].[Pd].CO.O>[F:17][C:18]([F:40])([F:41])[C:19]([C:25]1[CH:26]=[CH:27][C:28]([C:2]2[CH:7]=[CH:6][C:5]([S:8]([C:11]3[CH:16]=[CH:15][CH:14]=[CH:13][CH:12]=3)(=[O:10])=[O:9])=[CH:4][CH:3]=2)=[CH:29][CH:30]=1)([OH:24])[C:20]([F:21])([F:23])[F:22] |f:2.3.4,7.8.9.10.11|. The product is FC(C(C(F)(F)F)(O)C1=CC=C(C=C1)C1=CC=C(C=C1)S(=O)(=O)C1=CC=CC=C1)(F)F (1,1,1,3,3,3-hexafluoro-2-(4′-(phenylsulfonyl)-4-biphenylyl)-2-propanol). The reactants are BrC1=CC=C(C=C1)S(=O)(=O)C1=CC=CC=C1 (1-bromo-4-(phenylsulfonyl)benzene), FC(C(C(F)(F)F)(O)C1=CC=C(C=C1)B1OC(C(O1)(C)C)(C)C)(F)F (1,1,1,3,3,3-hexafluoro-2-(4-(4,4,5,5-tetramethyl-1,3,2-dioxaborolan-2-yl)phenyl)-2-propanol), C([O-])([O-])=O.[K+].[K+] (potassium carbonate), COCCOC (1,2-dimethoxyethane). Yield: 41.9%. The solvent is O (water), CCOC(=O)C (EtOAc), CO (MeOH). Starting materials: BrC1=CC(=C(C(=O)O)C=C1)F (4-bromo-2-fluorobenzoic acid), C(C(C)C)[Mg]Br (isobutylmagnesium bromide), C(C)OCC (diethyl ether). Solvent: C(C)(=O)OCC (ethyl acetate), O (water). Conditions: temperature 0 celsius, time 1 hour. Yields the product BrC1=CC(=C(C(=O)OC)C=C1)CC(C)C (methyl 4-bromo-2-isobutylbenzoate). RXN SMILES: [Br:1][C:2]1[CH:10]=[CH:9][C:5]([C:6]([OH:8])=[O:7])=[C:4](F)[CH:3]=1.[CH2:12]([Mg]Br)[CH:13]([CH3:15])[CH3:14].[CH2:18](OCC)C>C(OCC)(=O)C.O>[Br:1][C:2]1[CH:10]=[CH:9][C:5]([C:6]([O:8][CH3:18])=[O:7])=[C:4]([CH2:12][CH:13]([CH3:15])[CH3:14])[CH:3]=1. Reported procedure: To a solution of 4-bromo-2-fluorobenzoic acid (2.0 g) in tetrahydrofran (15 ml) was added 2M isobutylmagnesium bromide in diethyl ether (13.5 ml) dropwise on ice-cooling, and the mixture was stirred at 0° C. for 1 hour. The mixture was diluted with ethyl acetate and water. The organic layer was separated, washed with brine, dried over magnesium sulfate and evaporated. To the solution of the residue in N,N-dimethylformamide (20 ml) was added methyliodide (1.14 g) and potassium carbonate (1.89 g),... Reactants: O=C(O)c1ccc2nccnc2c1, NC1CCc2ccccc21. The reagents and catalysts are CCN=C=NCCCN(C)C.Cl (EDC-HCl), CN1CCOCC1 (NMM), C1CC(=O)N(C1=O)O (N-Hydroxysuccinimide). The solvent is CN(C)C=O (DMF), CN(C)C=O (DMF), CN(C)C=O (DMF), CN(C)C=O (DMF), CN(C)C=O (DMF), CN(C)C=O (DMF). Run at temperature 25 celsius, time 2 hour. The product is O=C(NC1CCc2ccccc21)c1ccc2nccnc2c1. Isolated yield 68.5%. RXN SMILES: NC1CCc2ccccc21.O=C(O)c1ccc2nccnc2c1.CCN=C=NCCCN(C)C.Cl.C1CC(=O)N(C1=O)O.CN1CCOCC1.CN(C)C=O>>O=C(NC1CCc2ccccc21)c1ccc2nccnc2c1. Reactants: Cl.BrC=1C=CC2=C(CN([C@@H](CN2CC=2N=CNC2)CC2=CC=CC=C2)S(=O)(=O)C)C1 ((R)-7-Bromo-2,3,4,5-tetrahydro-1-(1H-imidazol-4-ylmethyl)-4-(methylsulfonyl)-3-(phenylmethyl)-1H-1,4-benzodiazepine, hydrochloride), Cl.Cl.N1C=NC(=C1)CN1C[C@H](N(CC2=C1C=CC(=C2)C2=CC=CC=C2)S(=O)(=O)C)CC=2C=NC=CC2 ((R)-2,3,4,5-Tetrahydro-1-(1H-imidazol-4-ylmethyl)-4-(methylsulfonyl)-7-phenyl-3-(3-pyridinylmethyl)-1H-1,4-benzodiazepine, dihydrochloride), S1C(=CC=C1)S(=O)(=O)Cl (2-thiophenesulfonyl chloride), Cl.BrC=1C=CC2=C(CN([C@@H](CN2CC=2N=CNC2)CC2=CC=CC=C2)S(=O)(=O)C)C1 ((R)-7-Bromo-2,3,4,5-tetrahydro-1-(1H-imidazol-4-ylmethyl)-4-(methylsulfonyl)-3-(phenylmethyl)-1H-1,4-benzodiazepine, hydrochloride). Yields the product Cl.Cl.N1C=NC(=C1)CN1C[C@H](N(CC2=C1C=CC(=C2)C2=CC=CC=C2)S(=O)(=O)C=2SC=CC2)CC=2C=NC=CC2 ((R)-2,3,4,5-Tetrahydro-1-(1H-imidazol-4-ylmethyl)-7-phenyl-3-(3-pyridinylmethyl)-4-(2-thienylsulfonyl)-1 H-1,4-benzodiazepine, dihydrochloride). RXN SMILES: [ClH:1].Cl.[NH:3]1[CH:7]=[C:6]([CH2:8][N:9]2[C:15]3[CH:16]=[CH:17][C:18]([C:20]4[CH:25]=[CH:24][CH:23]=[CH:22][CH:21]=4)=[CH:19][C:14]=3[CH2:13][N:12]([S:26]([CH3:29])(=[O:28])=[O:27])[C@H:11]([CH2:30][C:31]3[CH:32]=[N:33][CH:34]=[CH:35][CH:36]=3)[CH2:10]2)[N:5]=[CH:4]1.[S:37]1C=[CH:40][CH:39]=[C:38]1S([Cl:45])(=O)=O.Cl.BrC1C=CC2N(CC3N=CNC=3)C[C@@H](CC3C=CC=CC=3)N(S(C)(=O)=O)CC=2C=1>>[ClH:45].[ClH:1].[NH:3]1[CH:7]=[C:6]([CH2:8][N:9]2[C:15]3[CH:16]=[CH:17][C:18]([C:20]4[CH:21]=[CH:22][CH:23]=[CH:24][CH:25]=4)=[CH:19][C:14]=3[CH2:13][N:12]([S:26]([C:29]3[S:37][CH:38]=[CH:39][CH:40]=3)(=[O:28])=[O:27])[C@H:11]([CH2:30][C:31]3[CH:32]=[N:33][CH:34]=[CH:35][CH:36]=3)[CH2:10]2)[N:5]=[CH:4]1 |f:0.1.2,4.5,6.7.8|. Procedure details: Example 329 was prepared as an off white solid from (R)-2,3,4,5-tetrahydro-7-phenyl-3-(3-pyridinylmethyl)-1H-1,4-benzodiazepine (prepared as described in Example 273) and 2-thiophenesulfonyl chloride by the following sequence: Compound C of Example 224; Compound D of Example 224. MS (M+H)+ 542. The reactants are ClCCl, C=CC(O)C(C)=CCc1c(OC)c(C)c2c(c1OS(=O)(=O)c1ccc(C)cc1)C(=O)OC2, O=[Cr](=O)([O-])O[Cr](=O)(=O)[O-], c1cc[nH+]cc1, c1cc[nH+]cc1. The product is C=CC(=O)C(C)=CCc1c(OC)c(C)c2c(c1OS(=O)(=O)c1ccc(C)cc1)C(=O)OC2. RXN SMILES: [CH2:54]([Cl:55])[Cl:56].[CH3:1][O:2][c:3]1[c:4]([CH2:25][CH:26]=[C:27]([CH:28]([CH:29]=[CH2:30])[OH:31])[CH3:32])[c:5]([O:14][S:15](=[O:16])(=[O:17])[c:18]2[cH:19][cH:20][c:21]([CH3:24])[cH:22][cH:23]2)[c:6]2[c:10]([c:11]1[CH3:12])[CH2:9][O:8][C:7]2=[O:13].[Cr:33]([O:34][Cr:35]([O-:36])(=[O:37])=[O:38])([O-:39])(=[O:40])=[O:41].[nH+:42]1[cH:43][cH:44][cH:45][cH:46][cH:47]1.[nH+:48]1[cH:49][cH:50][cH:51][cH:52][cH:53]1>>[CH3:1][O:2][c:3]1[c:4]([CH2:25][CH:26]=[C:27]([C:28]([CH:29]=[CH2:30])=[O:31])[CH3:32])[c:5]([O:14][S:15](=[O:16])(=[O:17])[c:18]2[cH:19][cH:20][c:21]([CH3:24])[cH:22][cH:23]2)[c:6]2[c:10]([c:11]1[CH3:12])[CH2:9][O:8][C:7]2=[O:13].